From a dataset of the Open Reaction Database (ORD), a public repository of structured organic reaction records. describe an organic reaction: reactants, conditions, products, and yield Reactants: C(CCCCCCC)[C@@H]1CC[C@H](CC1)C(=O)Cl (trans-4-octylcyclohexanecarbonyl chloride), carboxylic acid, C(C(=O)Cl)(=O)Cl (oxalyl chloride), FC1=C(C=CC(=C1F)C#N)O (2,3-Difluoro-4-cyanophenol), N1=CC=CC=C1 (pyridine), 4-N,N-dimethylaminopyridine. Solvent: C1(=CC=CC=C1)C (toluene), C(Cl)Cl (methylene chloride), C(Cl)Cl (methylene chloride). Conditions: time 10 hour. Product: C(CCCCCCC)[C@@H]1CC[C@H](CC1)C(=O)OC1=C(C(=C(C#N)C=C1)F)F (4-(trans-4-octylcyclohexanecarbonyloxy)-2,3-difluorobenzonitrile). RXN SMILES: [CH2:1]([C@H:9]1[CH2:14][CH2:13][C@H:12]([C:15](Cl)=[O:16])[CH2:11][CH2:10]1)[CH2:2][CH2:3][CH2:4][CH2:5][CH2:6][CH2:7][CH3:8].C(Cl)(=O)C(Cl)=O.[F:24][C:25]1[C:30]([F:31])=[C:29]([C:32]#[N:33])[CH:28]=[CH:27][C:26]=1[OH:34].N1C=CC=CC=1>C1(C)C=CC=CC=1.C(Cl)Cl>[CH2:1]([C@H:9]1[CH2:10][CH2:11][C@H:12]([C:15]([O:34][C:26]2[CH:27]=[CH:28][C:29]([C:32]#[N:33])=[C:30]([F:31])[C:25]=2[F:24])=[O:16])[CH2:13][CH2:14]1)[CH2:2][CH2:3][CH2:4][CH2:5][CH2:6][CH2:7][CH3:8]. Reported procedure: A mixture of 0.1 mol of trans-4-octylcyclohexanecarbonyl chloride (prepared from the carboxylic acid with oxalyl chloride in toluene) and 75 ml of methylene chloride is added to a mixture of 0.1 mol of 2,3-difluoro-4-cyanophenol (prepared according to Example 4), 0.12 mol of pyridine, 10 mmol of 4-N,N-dimethylaminopyridine and 250 ml of methylene chloride. After the mixture has been stirred at room temperature for 10 hours, it is washed with dilute hydrochloric acid, saturated sodium bicarbonate... Starting materials: O=C([O-])[O-], COCCOC, COC(=O)CCCCCNc1ncnc2oc(Br)c(-c3ccc(OC)cc3)c12, C=Cc1ccccc1B(O)O, [K+], [K+], c1ccc(P(c2ccccc2)(c2ccccc2)[Pd](P(c2ccccc2)(c2ccccc2)c2ccccc2)(P(c2ccccc2)(c2ccccc2)c2ccccc2)P(c2ccccc2)(c2ccccc2)c2ccccc2)cc1. Product: C=Cc1ccccc1-c1oc2ncnc(NCCCCCC(=O)OC)c2c1-c1ccc(OC)cc1. Reaction SMILES: [C:1](=[O:2])([O-:3])[O-:4].[CH3:46][O:47][CH2:48][CH2:49][O:50][CH3:51].[CH3:7][O:8][C:9]([CH2:10][CH2:11][CH2:12][CH2:13][CH2:14][NH:15][c:16]1[c:17]2[c:18]([n:19][cH:20][n:21]1)[o:22][c:23]([Br:33])[c:24]2-[c:25]1[cH:26][cH:27][c:28]([O:31][CH3:32])[cH:29][cH:30]1)=[O:34].[CH:35](=[CH2:36])[c:37]1[c:38]([B:43]([OH:44])[OH:45])[cH:39][cH:40][cH:41][cH:42]1.[K+:5].[K+:6].[cH:52]1[cH:53][cH:54][c:55]([P:56]([Pd:57]([P:58]([c:59]2[cH:60][cH:61][cH:62][cH:63][cH:64]2)([c:65]2[cH:66][cH:67][cH:68][cH:69][cH:70]2)[c:71]2[cH:72][cH:73][cH:74][cH:75][cH:76]2)([P:77]([c:78]2[cH:79][cH:80][cH:81][cH:82][cH:83]2)([c:84]2[cH:85][cH:86][cH:87][cH:88][cH:89]2)[c:90]2[cH:91][cH:92][cH:93][cH:94][cH:95]2)[P:96]([c:97]2[cH:98][cH:99][cH:100][cH:101][cH:102]2)([c:103]2[cH:104][cH:105][cH:106][cH:107][cH:108]2)[c:109]2[cH:110][cH:111][cH:112][cH:113][cH:114]2)([c:115]2[cH:116][cH:117][cH:118][cH:119][cH:120]2)[c:121]2[cH:122][cH:123][cH:124][cH:125][cH:126]2)[cH:127][cH:128]1>>[CH3:7][O:8][C:9]([CH2:10][CH2:11][CH2:12][CH2:13][CH2:14][NH:15][c:16]1[c:17]2[c:18]([n:19][cH:20][n:21]1)[o:22][c:23](-[c:38]1[c:37]([CH:35]=[CH2:36])[cH:42][cH:41][cH:40][cH:39]1)[c:24]2-[c:25]1[cH:26][cH:27][c:28]([O:31][CH3:32])[cH:29][cH:30]1)=[O:34]. The reactants are C(CCC)N(C(=O)N1CCC2=C(CC1)C=CC(=C2)S(=O)(=O)N)CCCC (3-dibutylcarbamoyl-2,3,4,5-tetrahydro-1H-3-benzazepine-7-sulfonamide), C1(CCCCC1)N=C=O (cyclohexylisocyanate). The product is C1(CCCCC1)NC(=O)NS(=O)(=O)C1=CC2=C(CCN(CC2)C(N(CCCC)CCCC)=O)C=C1 (1-cyclohexyl-3-[(3-dibutylcarbamoyl-2,3,4,5-tetrahydro-1H-3-benzazepin-7-yl)sulfonyl]urea). RXN SMILES: [CH2:1]([N:5]([CH2:23][CH2:24][CH2:25][CH3:26])[C:6]([N:8]1[CH2:14][CH2:13][C:12]2[CH:15]=[CH:16][C:17]([S:19]([NH2:22])(=[O:21])=[O:20])=[CH:18][C:11]=2[CH2:10][CH2:9]1)=[O:7])[CH2:2][CH2:3][CH3:4].[CH:27]1([N:33]=[C:34]=[O:35])[CH2:32][CH2:31][CH2:30][CH2:29][CH2:28]1>>[CH:27]1([NH:33][C:34]([NH:22][S:19]([C:17]2[CH:16]=[CH:15][C:12]3[CH2:13][CH2:14][N:8]([C:6](=[O:7])[N:5]([CH2:23][CH2:24][CH2:25][CH3:26])[CH2:1][CH2:2][CH2:3][CH3:4])[CH2:9][CH2:10][C:11]=3[CH:18]=2)(=[O:21])=[O:20])=[O:35])[CH2:32][CH2:31][CH2:30][CH2:29][CH2:28]1. Reported procedure: In a manner analogous to that described in Example 1, from 3-dibutylcarbamoyl-2,3,4,5-tetrahydro-1H-3-benzazepine-7-sulfonamide and cyclohexylisocyanate, there is obtained 1-cyclohexyl-3-[(3-dibutylcarbamoyl-2,3,4,5-tetrahydro-1H-3-benzazepin-7-yl)sulfonyl]urea, m.p. 118°-120° C. The starting material can be prepared by the reaction of 2,3,4,5-tetrahydro-1H-3-benzazepine-7-sulfonamide hydrochloride with dibutylcarbamoyl chloride in a manner analogous to that described in Example 1.